From a dataset of the Open Reaction Database (ORD), a public repository of structured organic reaction records. describe an organic reaction: reactants, conditions, products, and yield Reactants: CCO, Cc1cccc(C2=NOCCN2)c1[N+](=O)[O-]. Yields the product Cc1cccc(C2=NOCCN2)c1N. As a reaction SMILES: [CH3:17][CH2:18][OH:19].[CH3:1][c:2]1[c:3]([N+:14]([O-:15])=[O:16])[c:4]([C:8]2=[N:9][O:10][CH2:11][CH2:12][NH:13]2)[cH:5][cH:6][cH:7]1>>[CH3:1][c:2]1[c:3]([NH2:14])[c:4]([C:8]2=[N:9][O:10][CH2:11][CH2:12][NH:13]2)[cH:5][cH:6][cH:7]1. The product is N#Cc1c(C2CCCC(C(=O)O)C2)cc(-c2ccccc2O)nc1N. Starting materials: C1CCOC1, Cl, COC(=O)C1CCCC(c2cc(-c3ccccc3O)nc(N)c2C#N)C1, [Na+], [OH-], O. Reaction SMILES: [CH2:30]1[O:31][CH2:32][CH2:33][CH2:34]1.[ClH:27].[NH2:1][c:2]1[n:3][c:4](-[c:20]2[c:21]([OH:26])[cH:22][cH:23][cH:24][cH:25]2)[cH:5][c:6]([CH:10]2[CH2:11][CH:12]([C:16](=[O:17])[O:18][CH3:19])[CH2:13][CH2:14][CH2:15]2)[c:7]1[C:8]#[N:9].[Na+:29].[OH-:28].[OH2:35]>>[NH2:1][c:2]1[n:3][c:4](-[c:20]2[c:21]([OH:26])[cH:22][cH:23][cH:24][cH:25]2)[cH:5][c:6]([CH:10]2[CH2:11][CH:12]([C:16](=[O:17])[OH:18])[CH2:13][CH2:14][CH2:15]2)[c:7]1[C:8]#[N:9]. Starting materials: O=C(O)C(=O)c1ccccc1, CCn1cc(NCCc2ccc(C(F)(F)F)nc2)c(C)n1, ClCCCl, ClCCl. Yields the product CCn1cc(N(CCc2ccc(C(F)(F)F)nc2)C(=O)C(=O)c2ccccc2)c(C)n1. As a reaction SMILES: [C:22]([c:23]1[cH:24][cH:25][cH:26][cH:27][cH:28]1)(=[O:29])[C:30](=[O:31])[OH:32].[CH2:1]([CH3:2])[n:3]1[n:4][c:5]([CH3:21])[c:6]([NH:8][CH2:9][CH2:10][c:11]2[cH:12][n:13][c:14]([C:17]([F:18])([F:19])[F:20])[cH:15][cH:16]2)[cH:7]1.[CH2:33]([Cl:34])[CH2:35][Cl:36].[Cl:37][CH2:38][Cl:39]>>[CH2:1]([CH3:2])[n:3]1[n:4][c:5]([CH3:21])[c:6]([N:8]([CH2:9][CH2:10][c:11]2[cH:12][n:13][c:14]([C:17]([F:18])([F:19])[F:20])[cH:15][cH:16]2)[C:30]([C:22]([c:23]2[cH:24][cH:25][cH:26][cH:27][cH:28]2)=[O:29])=[O:31])[cH:7]1. The reactants are COC(=O)Cc1ccc2c(c1)CCN2C(C)=O, [Na+], O=[N+]([O-])[O-], O, O=C(O)C(F)(F)F. Product: COC(=O)Cc1cc2c(c([N+](=O)[O-])c1)N(C(C)=O)CC2. Reaction SMILES: [C:1]([CH3:2])(=[O:3])[N:4]1[CH2:5][CH2:6][c:7]2[cH:8][c:9]([CH2:13][C:14](=[O:15])[O:16][CH3:17])[cH:10][cH:11][c:12]21.[Na+:18].[O-:19][N+:20]([O-:21])=[O:22].[OH2:23].[OH:24][C:25]([C:26]([F:27])([F:28])[F:29])=[O:30]>>[C:1]([CH3:2])(=[O:3])[N:4]1[CH2:5][CH2:6][c:7]2[cH:8][c:9]([CH2:13][C:14](=[O:15])[O:16][CH3:17])[cH:10][c:11]([N+:20](=[O:19])[O-:21])[c:12]21. Isolated yield 55.6%. Starting materials: C(=O)NC=1SC=C(N1)C(C(=O)NC1[C@@H]2N(C(=C(CS2)CSC=2SC(=NN2)CNC(=O)OC(C)(C)C)C(=O)O)C1=O)=NOCCCNC(=O)OC(C)(C)C (7-[2-(2-formamidothiazol-4-yl)-2-(3-tert-butoxycarbonylaminopropoxyimino)acetamido]-3-(5-tert-butoxycarbonylaminomethyl-1,3,4-thiadiazol-2-yl)thiomethyl-3-cephem-4-carboxylic acid), Cl (hydrochloric acid), CO (methanol). Yields the product NC=1SC=C(N1)C(C(=O)NC1[C@@H]2N(C(=C(CS2)CSC=2SC(=NN2)CN)C(=O)O)C1=O)=NOCCCN (7-[2-(2-aminothiazol-4-yl)-2-(3-aminopropoxyimino)acetamido]-3-(5-aminomethyl-1,3,4-thiadiazol-2-yl)thiomethyl-3-cephem-4-carboxylic acid). Conditions: time 3 hour. Procedure details: A mixture of 7-[2-(2-formamidothiazol-4-yl)-2-(3-tert-butoxycarbonylaminopropoxyimino)acetamido]-3-(5-tert-butoxycarbonylaminomethyl-1,3,4-thiadiazol-2-yl)thiomethyl-3-cephem-4-carboxylic acid (syn isomer, 1.5 g.), conc. hydrochloric acid (0.8 ml.), methanol (30 ml.) and tetrahydrofuran (30 ml.) was stirred at room temperature for 3 hours. After evaporation, methanol was added to the residue. The solution was evaporated in vacuo again, and the residue was dissolved in water (30 ml.). The solutio... RXN SMILES: C([NH:3][C:4]1[S:5][CH:6]=[C:7]([C:9](=[N:41][O:42][CH2:43][CH2:44][CH2:45][NH:46]C(OC(C)(C)C)=O)[C:10]([NH:12][CH:13]2[C:39](=[O:40])[N:15]3[C:16]([C:36]([OH:38])=[O:37])=[C:17]([CH2:20][S:21][C:22]4[S:23][C:24]([CH2:27][NH:28]C(OC(C)(C)C)=O)=[N:25][N:26]=4)[CH2:18][S:19][C@H:14]23)=[O:11])[N:8]=1)=O.Cl.CO>O1CCCC1>[NH2:3][C:4]1[S:5][CH:6]=[C:7]([C:9](=[N:41][O:42][CH2:43][CH2:44][CH2:45][NH2:46])[C:10]([NH:12][CH:13]2[C:39](=[O:40])[N:15]3[C:16]([C:36]([OH:38])=[O:37])=[C:17]([CH2:20][S:21][C:22]4[S:23][C:24]([CH2:27][NH2:28])=[N:25][N:26]=4)[CH2:18][S:19][C@H:14]23)=[O:11])[N:8]=1. Run in O1CCCC1 (tetrahydrofuran). Product: CCOc1cc(CN2CCC(Nc3cc(C(=O)O)cc(Cl)n3)CC2)cc(OCC)c1Cl. Reactants: C1CCOC1, CCOc1cc(CN2CCC(Nc3cc(C(=O)OC)cc(Cl)n3)CC2)cc(OCC)c1Cl, CO, Cl, [Li+], [OH-], O. Reaction SMILES: [CH2:37]1[O:38][CH2:39][CH2:40][CH2:41]1.[CH3:1][O:2][C:3]([c:4]1[cH:5][c:6]([Cl:31])[n:7][c:8]([NH:10][CH:11]2[CH2:12][CH2:13][N:14]([CH2:17][c:18]3[cH:19][c:20]([O:28][CH2:29][CH3:30])[c:21]([Cl:27])[c:22]([O:24][CH2:25][CH3:26])[cH:23]3)[CH2:15][CH2:16]2)[cH:9]1)=[O:32].[CH3:42][OH:43].[ClH:36].[Li+:34].[OH-:33].[OH2:35]>>[O:2]=[C:3]([c:4]1[cH:5][c:6]([Cl:31])[n:7][c:8]([NH:10][CH:11]2[CH2:12][CH2:13][N:14]([CH2:17][c:18]3[cH:19][c:20]([O:28][CH2:29][CH3:30])[c:21]([Cl:27])[c:22]([O:24][CH2:25][CH3:26])[cH:23]3)[CH2:15][CH2:16]2)[cH:9]1)[OH:32].